This data is from the Open Reaction Database (ORD), a public repository of structured organic reaction records. The task is: describe an organic reaction: reactants, conditions, products, and yield Starting materials: CN1CC2C=3C=CC=CC3OC=4C=CC(=CC4C2C1)Cl.C(=C\C(=O)O)\C(=O)O (asenapine maleate), solution, C([O-])(O)=O.[Na+] (sodium bicarbonate). Run in C1(=CC=CC=C1)C (Toluene). Run at temperature 25 celsius. Yields the product CN1CC2C=3C=CC=CC3OC=4C=CC(=CC4C2C1)Cl (asenapine). Isolated yield 103.5%. As a reaction SMILES: [CH3:1][N:2]1[CH2:19][CH:18]2[CH:4]([C:5]3[CH:6]=[CH:7][CH:8]=[CH:9][C:10]=3[O:11][C:12]3[CH:13]=[CH:14][C:15]([Cl:20])=[CH:16][C:17]=32)[CH2:3]1.C(/C(O)=O)=C/C(O)=O.C(=O)(O)[O-].[Na+]>C1(C)C=CC=CC=1>[CH3:1][N:2]1[CH2:19][CH:18]2[CH:4]([C:5]3[CH:6]=[CH:7][CH:8]=[CH:9][C:10]=3[O:11][C:12]3[CH:13]=[CH:14][C:15]([Cl:20])=[CH:16][C:17]=32)[CH2:3]1 |f:0.1,2.3|. Reported procedure: 0.69 Kg of asenapine maleate (1.69 moles) with a purity of 98% (HPLC) is loaded into a reactor. Toluene (7.2 L) is added, and the suspension is stirred at 25° C. A 9% solution of sodium bicarbonate (7.2 L) is added by dripping. The solution is left under stirring at 25° C. for 30 minutes. The lower aqueous phase is eliminated. The organic phase is washed with water (2×3.6 L). The solvent is evaporated under vacuum, obtaining asenapine base (0.50 Kg) in the form of oil. 4.6 L of ethanol is added.... The solvent is C(C)OCC (diethyl ether), C1=CC=CC=C1 (benzene). Isolated yield 92.6%. The reactants are ClC(C(CC(=O)Cl)(C)C)C=C(Cl)Cl (4,6,6,-trichloro-3,3-dimethyl-5-hexenoyl chloride), O(C1=CC=CC=C1)C=1C=C(CO)C=CC1 (3-phenoxybenzyl alcohol), N1=CC=CC=C1 (pyridine). Reported procedure: In 30 g of dry benzene were dissolved 2.6 g of 4,6,6,-trichloro-3,3-dimethyl-5-hexenoyl chloride and 2.0 g of 3-phenoxybenzyl alcohol were added to the solution. This was followed by the dropwise addition of 2.4 g of pyridine and the mixture was stirred at room temperature overnight. The reaction mixture was then diluted with diethyl ether, washed with dilute aqueous hydrogen chloride and water, dried over anhydrous magnesium sulfate and distilled to remove the low-boiling fraction. The residual... Conditions: time 8 hour. As a reaction SMILES: [Cl:1][CH:2]([CH:10]=[C:11]([Cl:13])[Cl:12])[C:3]([CH3:9])([CH3:8])[CH2:4][C:5](Cl)=[O:6].[O:14]([C:21]1[CH:22]=[C:23]([CH:26]=[CH:27][CH:28]=1)[CH2:24][OH:25])[C:15]1[CH:20]=[CH:19][CH:18]=[CH:17][CH:16]=1.N1C=CC=CC=1>C1C=CC=CC=1.C(OCC)C>[Cl:1][CH:2]([C:3]([CH3:9])([CH3:8])[CH2:4][C:5]([O:25][CH2:24][C:23]1[CH:26]=[CH:27][CH:28]=[C:21]([O:14][C:15]2[CH:20]=[CH:19][CH:18]=[CH:17][CH:16]=2)[CH:22]=1)=[O:6])[CH:10]=[C:11]([Cl:13])[Cl:12]. The product is ClC(C=C(Cl)Cl)C(CC(=O)OCC1=CC(=CC=C1)OC1=CC=CC=C1)(C)C (3-phenoxybenzyl β-(1,3,3-trichloroallyl)isovalerate). Reactants: C(C)(C)(C)OC(=O)N1CCC(CC1)NC=1OC2=C(N1)C=C(C=C2)C#N (4-(5-cyano-benzooxazol-2-ylamino)-piperidine-1-carboxylic acid tert-butyl ester), FC(C(=O)O)(F)F (trifluoro-acetic acid), FC(C(=O)O)(F)F (trifluoro-acetic acid). The solvent is ClCCl (dichloromethane). The product is N1CCC(CC1)NC=1OC2=C(N1)C=C(C=C2)C#N (2-(Piperidin-4-ylamino)-benzooxazole-5-carbonitrile). Isolated yield 93.1%. RXN SMILES: C(OC([N:8]1[CH2:13][CH2:12][CH:11]([NH:14][C:15]2[O:16][C:17]3[CH:23]=[CH:22][C:21]([C:24]#[N:25])=[CH:20][C:18]=3[N:19]=2)[CH2:10][CH2:9]1)=O)(C)(C)C.FC(F)(F)C(O)=O>ClCCl>[NH:8]1[CH2:9][CH2:10][CH:11]([NH:14][C:15]2[O:16][C:17]3[CH:23]=[CH:22][C:21]([C:24]#[N:25])=[CH:20][C:18]=3[N:19]=2)[CH2:12][CH2:13]1. Procedure details: To a solution of 4-(5-cyano-benzooxazol-2-ylamino)-piperidine-1-carboxylic acid tert-butyl ester (6.62 g, 19.33 mmol, 1.0 equiv) in dichloromethane (100 mL) was added trifluoro-acetic acid (7.4 mL, 11.03 g, 96.7 mmol, 5.0 equiv). After stirring under Ar at rt for 18 h excess trifluoro-acetic acid was removed under reduced pressure and the crude solid taken up in dichloromethane (100 mL) and water (100 mL). The pH was adjusted to 10 by addition of a conc. solution of K2CO3 and the solution extrac...